This data is from the Open Reaction Database (ORD), a public repository of structured organic reaction records. The task is: describe an organic reaction: reactants, conditions, products, and yield Reactants: CCO, CCCN(CCC)C(=O)c1cc([N+](=O)[O-])cc2nc(Nc3c(C)cc(C)cc3C)sc12. The product is CCCN(CCC)C(=O)c1cc(N)cc2nc(Nc3c(C)cc(C)cc3C)sc12. As a reaction SMILES: [CH3:32][CH2:33][OH:34].[c:1]1([CH3:31])[c:2]([NH:9][c:10]2[s:11][c:12]3[c:13]([n:14]2)[cH:15][c:16]([N+:28]([O-:29])=[O:30])[cH:17][c:18]3[C:19](=[O:20])[N:21]([CH2:22][CH2:23][CH3:24])[CH2:25][CH2:26][CH3:27])[c:3]([CH3:8])[cH:4][c:5]([CH3:7])[cH:6]1>>[c:1]1([CH3:31])[c:2]([NH:9][c:10]2[s:11][c:12]3[c:13]([n:14]2)[cH:15][c:16]([NH2:28])[cH:17][c:18]3[C:19](=[O:20])[N:21]([CH2:22][CH2:23][CH3:24])[CH2:25][CH2:26][CH3:27])[c:3]([CH3:8])[cH:4][c:5]([CH3:7])[cH:6]1.